From a dataset of the Open Reaction Database (ORD), a public repository of structured organic reaction records. describe an organic reaction: reactants, conditions, products, and yield The reactants are C(#N)C1=CC=C(CNC2CCN(CC2)C2=CC=CC=C2)C=C1 (4-Cyanobenzyl(1-phenylpiperidin-4-yl)amine), C(#N)C1=CC=C(CN2C=NC=C2CC(=O)[O-])C=C1.[Li+] (lithium [3-(4-cyanobenzyl)-3H-imidazol-4-yl]acetate), O.ON1N=NC2=C1C=CC=C2 (1-hydroxybenzotriazole hydrate), Cl.CN(CCCN=C=NCC)C (1-(3-dimethylaminopropyl)-3-ethylcarbodiimide hydrochloride), C(C)(C)N(C(C)C)CC (N,N-diisopropylethylamine), Cl (HCl). Solvent: C(C)#N (acetonitrile). Conditions: time 18 hour. Product: Cl.C(#N)C1=CC=C(CN2CN(C=C2)CC(=O)N(C2CCN(CC2)C2=CC=CC=C2)CC2=CC=C(C=C2)C#N)C=C1 (2-[3-(4-cyanobenzyl)-3H-imidazol-1-yl]-N-(4-cyanobenzyl)-N-(1-phenylpiperidin-4-yl)acetamide hydrochloride). RXN SMILES: [C:1]([C:3]1[CH:22]=[CH:21][C:6]([CH2:7][NH:8][CH:9]2[CH2:14][CH2:13][N:12]([C:15]3[CH:20]=[CH:19][CH:18]=[CH:17][CH:16]=3)[CH2:11][CH2:10]2)=[CH:5][CH:4]=1)#[N:2].[C:23]([C:25]1[CH:40]=[CH:39][C:28]([CH2:29][N:30]2[C:34](CC([O-])=O)=[CH:33][N:32]=[CH:31]2)=[CH:27][CH:26]=1)#[N:24].[Li+].[OH2:42].ON1C2C=CC=[CH:52][C:47]=2N=N1.[ClH:53].CN(C)CCCN=C=NCC.C(N(CC)C(C)C)(C)C.Cl>C(#N)C>[ClH:53].[C:23]([C:25]1[CH:26]=[CH:27][C:28]([CH2:29][N:30]2[CH:34]=[CH:33][N:32]([CH2:47][C:52]([N:8]([CH2:7][C:6]3[CH:5]=[CH:4][C:3]([C:1]#[N:2])=[CH:22][CH:21]=3)[CH:9]3[CH2:10][CH2:11][N:12]([C:15]4[CH:16]=[CH:17][CH:18]=[CH:19][CH:20]=4)[CH2:13][CH2:14]3)=[O:42])[CH2:31]2)=[CH:39][CH:40]=1)#[N:24] |f:1.2,3.4,5.6,10.11|. Reported procedure: 4-Cyanobenzyl(1-phenylpiperidin-4-yl)amine (75 mg, 0.26 mmol), lithium [3-(4-cyanobenzyl)-3H-imidazol-4-yl]acetate (70 mg, 0.28 mmol), 1-hydroxybenzotriazole hydrate (52 mg, 0.38 mmol), 1-(3-dimethylaminopropyl)-3-ethylcarbodiimide hydrochloride (99 mg, 0.52 mmol), and N,N-diisopropylethylamine (67 μL, 0.38 mmol) were added to degassed DMF (3 mL) and the mixture was stirred for 18 hrs at room temperature then concentrated in vacuo. The residue was added to sat. NaHCO3 (aq) (5 mL) and extracted w... The reactants are CCOc1cc2c(cc1OC)C(c1ccc(C(=O)OC)cc1)=NC1CCOCC21, Cl, [Na+], C1COCCO1, [OH-], O. Product: CCOc1cc2c(cc1OC)C(c1ccc(C(=O)O)cc1)=NC1CCOCC21. Reaction SMILES: [CH3:1][O:2][C:3]([c:4]1[cH:5][cH:6][c:7]([C:10]2=[N:23][CH:22]3[CH:17]([c:16]4[c:11]2[cH:12][c:13]([O:27][CH3:28])[c:14]([O:24][CH2:25][CH3:26])[cH:15]4)[CH2:18][O:19][CH2:20][CH2:21]3)[cH:8][cH:9]1)=[O:29].[ClH:32].[Na+:31].[O:33]1[CH2:34][CH2:35][O:36][CH2:37][CH2:38]1.[OH-:30].[OH2:39]>>[O:2]=[C:3]([c:4]1[cH:5][cH:6][c:7]([C:10]2=[N:23][CH:22]3[CH:17]([c:16]4[c:11]2[cH:12][c:13]([O:27][CH3:28])[c:14]([O:24][CH2:25][CH3:26])[cH:15]4)[CH2:18][O:19][CH2:20][CH2:21]3)[cH:8][cH:9]1)[OH:29]. Starting materials: COC(Cl)Cl (Dichloromethyl methyl ether), CC=1C=C(C=C(C1OC)C)CCCC(=O)OC (methyl 4-(3,5-dimethyl-4-methoxyphenyl)butyrate). Reagents/catalysts: [Ti](Cl)(Cl)(Cl)Cl (titanium tetrachloride). The solvent is ClCCl (dichloromethane). The product is CC=1C(=C(C=C(C1OC)C)CCCC(=O)OC)C=O (methyl 4-(3,5-dimethyl-2-formyl-4-methoxyphenyl)butyrate). Reaction SMILES: [CH3:1][O:2]C(Cl)Cl.[CH3:6][C:7]1[CH:8]=[C:9]([CH2:16][CH2:17][CH2:18][C:19]([O:21][CH3:22])=[O:20])[CH:10]=[C:11]([CH3:15])[C:12]=1[O:13][CH3:14]>ClCCl.[Ti](Cl)(Cl)(Cl)Cl>[CH3:6][C:7]1[C:8]([CH:1]=[O:2])=[C:9]([CH2:16][CH2:17][CH2:18][C:19]([O:21][CH3:22])=[O:20])[CH:10]=[C:11]([CH3:15])[C:12]=1[O:13][CH3:14]. Reported procedure: Dichloromethyl methyl ether (5.3 g equiv) was added slowly to a well stirred mixture of methyl 4-(3,5-dimethyl-4-methoxyphenyl)butyrate (9.75 g) and titanium tetrachloride (31 g equiv) in dichloromethane (200 ml) at 0°-5° C. The mixture was stirred for 1 hr at 5° C. and at room temperature for 2 hrs. The mixture was poured onto ice-water which was then extracted with dichloromethane. The dried (MgSO4) organic fraction was evaporated to give methyl 4-(3,5-dimethyl-2-formyl-4-methoxyphenyl)butyrat... Starting materials: C(C)OC(=O)C=1NC2=CC=CC(=C2C1)O (4-Hydroxy-1H-indole-2-carboxylic acid ethyl ester), FC1=C(C=CC(=C1)C)[N+](=O)[O-] (2-Fluoro-4-methyl-1-nitro-benzene), C([O-])([O-])=O.[K+].[K+] (potassium carbonate). Solvent: CN(C=O)C (dimethylformamide). Product: C(C)OC(=O)C=1NC2=CC=CC(=C2C1)OC1=C(C=CC(=C1)C)[N+](=O)[O-] (4-(5-Methyl-2-nitro-phenoxy)-1H-indole-2-carboxylic acid ethyl ester). RXN SMILES: [CH2:1]([O:3][C:4]([C:6]1[NH:7][C:8]2[C:13]([CH:14]=1)=[C:12]([OH:15])[CH:11]=[CH:10][CH:9]=2)=[O:5])[CH3:2].F[C:17]1[CH:22]=[C:21]([CH3:23])[CH:20]=[CH:19][C:18]=1[N+:24]([O-:26])=[O:25].C(=O)([O-])[O-].[K+].[K+]>CN(C)C=O>[CH2:1]([O:3][C:4]([C:6]1[NH:7][C:8]2[C:13]([CH:14]=1)=[C:12]([O:15][C:17]1[CH:22]=[C:21]([CH3:23])[CH:20]=[CH:19][C:18]=1[N+:24]([O-:26])=[O:25])[CH:11]=[CH:10][CH:9]=2)=[O:5])[CH3:2] |f:2.3.4|. Reported procedure: 4-Hydroxy-1H-indole-2-carboxylic acid ethyl ester (1 g, 4.87 mmol) and 2-Fluoro-4-methyl-1-nitro-benzene (756 mg, 4.87 mmol) are dissolved in 20 ml of dimethylformamide. After addition of potassium carbonate (1.3 g, 9.74 mmol) the mixture is stirred over night at room temperature. Then the reaction mixture is evaporated under reduced pressure, dissolved with ethyl acetate and washed with water. The organic layers are dried over sodium sulfate and evaporated. The crude product is used in the next... The reactants are CC(=O)O, CC(C)COc1ccccc1-c1cc(-c2ccc3[nH]nc(N)c3c2)nc(=O)[nH]1, CN(C)C=O. The product is CCCNc1n[nH]c2ccc(-c3cc(-c4ccccc4OCC(C)C)[nH]c(=O)n3)cc12. As a reaction SMILES: [C:29]([CH3:30])([OH:31])=[O:32].[NH2:1][c:2]1[n:3][nH:4][c:5]2[cH:6][cH:7][c:8](-[c:11]3[n:12][c:13](=[O:28])[nH:14][c:15](-[c:17]4[c:18]([O:23][CH2:24][CH:25]([CH3:26])[CH3:27])[cH:19][cH:20][cH:21][cH:22]4)[cH:16]3)[cH:9][c:10]12.[O:33]=[CH:34][N:35]([CH3:36])[CH3:37]>>[NH:1]([c:2]1[n:3][nH:4][c:5]2[cH:6][cH:7][c:8](-[c:11]3[n:12][c:13](=[O:28])[nH:14][c:15](-[c:17]4[c:18]([O:23][CH2:24][CH:25]([CH3:26])[CH3:27])[cH:19][cH:20][cH:21][cH:22]4)[cH:16]3)[cH:9][c:10]12)[CH2:34][CH2:29][CH3:30]. The reactants are C1(CCCC1)C[C@@H](C(=O)O)C1=CC=C(C=C1)SC (3-cyclopentyl-2(R)-(4-methylsulfanyl-phenyl)-propionic acid), C1(=CC=CC=C1)P(C1=CC=CC=C1)C1=CC=CC=C1 (triphenylphosphine), BrN1C(CCC1=O)=O (N-bromosuccinimide), BrN1C(CCC1=O)=O (N-bromosuccinimide), NC1=NC=CN=C1 (2-aminopyrazine). Solvent: C(Cl)Cl (methylene chloride). Conditions: temperature 25 celsius, time 19 hour. Product: hexanes ethyl acetate, C1(CCCC1)C[C@@H](C(=O)NC1=NC=CN=C1)C1=CC=C(C=C1)SC (3-cyclopentyl-2(R)-(4-methylsulfanyl-phenyl)-N-pyrazin-2-yl-propionamide). Isolated yield 14.9%. RXN SMILES: [CH:1]1([CH2:6][C@H:7]([C:11]2[CH:16]=[CH:15][C:14]([S:17][CH3:18])=[CH:13][CH:12]=2)[C:8]([OH:10])=O)[CH2:5][CH2:4][CH2:3][CH2:2]1.C1(P(C2C=CC=CC=2)C2C=CC=CC=2)C=CC=CC=1.BrN1C(=O)CCC1=O.[NH2:46][C:47]1[CH:52]=[N:51][CH:50]=[CH:49][N:48]=1>C(Cl)Cl>[CH:1]1([CH2:6][C@H:7]([C:11]2[CH:16]=[CH:15][C:14]([S:17][CH3:18])=[CH:13][CH:12]=2)[C:8]([NH:46][C:47]2[CH:52]=[N:51][CH:50]=[CH:49][N:48]=2)=[O:10])[CH2:2][CH2:3][CH2:4][CH2:5]1. Reported procedure: A solution of 3-cyclopentyl-2(R)-(4-methylsulfanyl-phenyl)-propionic acid (529 mg, 2.0 mmol) and triphenylphosphine (892 mg, 3.4 mmol) in methylene chloride (10 mL) was cooled to 0° C. and then treated with N-bromosuccinimide (605 mg, 3.4 mmol) in small portions. The reaction mixture color changed from light yellow to a darker yellow then to brown. After the complete addition of the N-bromosuccinimide, the reaction mixture was allowed to warm to 25° C. over 30 min. The brown reaction mixture was... Reactants: NC1=C(C=CC=C1C(N)=O)NC(=O)C1N(CC2=CC(=CC=C2C1)NC(=O)OC(C)(C)C)C(=O)OC(C)(C)C (tert-butyl 3-((2-amino-3-carbamoylphenyl)carbamoyl)-7-((tert-butoxycarbonyl)amino)-3,4-dihydroisoquinoline-2(1H)-carboxylate). Solvent: C(C)(=O)O (acetic acid). Run at time 2.5 hour. The product is C(C)(C)(C)OC(=O)NC1=CC=C2CC(N(CC2=C1)C(=O)OC(C)(C)C)C1=NC2=C(N1)C=CC=C2C(N)=O (tert-butyl 7-((tert-butoxycarbonyl)amino)-3-(4-carbamoyl-1H-benzo[d]imidazol-2-yl)-3,4-dihydroisoquinoline-2(1H)-carboxylate). As a reaction SMILES: [NH2:1][C:2]1[C:7]([C:8](=[O:10])[NH2:9])=[CH:6][CH:5]=[CH:4][C:3]=1[NH:11][C:12]([CH:14]1[CH2:23][C:22]2[C:17](=[CH:18][C:19]([NH:24][C:25]([O:27]C(C)(C)C)=[O:26])=[CH:20][CH:21]=2)[CH2:16][N:15]1[C:32]([O:34]C(C)(C)C)=[O:33])=O>C(O)(=O)C>[C:7]([O:27][C:25]([NH:24][C:19]1[CH:18]=[C:17]2[C:22]([CH2:23][CH:14]([C:12]3[NH:11][C:3]4[CH:4]=[CH:5][CH:6]=[C:7]([C:8](=[O:10])[NH2:9])[C:2]=4[N:1]=3)[N:15]([C:32]([O:34][C:17]([CH3:22])([CH3:18])[CH3:16])=[O:33])[CH2:16]2)=[CH:21][CH:20]=1)=[O:26])([CH3:8])([CH3:2])[CH3:6]. Procedure: Step-3: A solution of tert-butyl 3-((2-amino-3-carbamoylphenyl)carbamoyl)-7-((tert-butoxycarbonyl)amino)-3,4-dihydroisoquinoline-2(1H)-carboxylate (70 mg, 0.133 mmol) in acetic acid (2 ml) was heated to 80° C. and stirred for 2.5 h. The reaction mixture was concentrated, neutralized with aq. NaHCO3 and extracted with DCM. The DCM layer was washed with brine, dried over anhydrous sodium sulfate and evaporated. Purification of the crude product by preparative TLC using methanol/dichloromethane (1:... Starting materials: COc1cc2ncnc(Oc3ccc(N)c(C)c3)c2cc1OC, ClC(Cl)Cl, O=C=Nc1ccc(F)cc1F. The product is COc1cc2ncnc(Oc3ccc(NC(=O)Nc4ccc(F)cc4F)c(C)c3)c2cc1OC. Reaction SMILES: [CH3:1][O:2][c:3]1[cH:4][c:5]2[c:6]([O:15][c:16]3[cH:17][c:18]([CH3:23])[c:19]([NH2:20])[cH:21][cH:22]3)[n:7][cH:8][n:9][c:10]2[cH:11][c:12]1[O:13][CH3:14].[CH:35]([Cl:36])([Cl:37])[Cl:38].[F:24][c:25]1[c:26]([N:32]=[C:33]=[O:34])[cH:27][cH:28][c:29]([F:31])[cH:30]1>>[CH3:1][O:2][c:3]1[cH:4][c:5]2[c:6]([O:15][c:16]3[cH:17][c:18]([CH3:23])[c:19]([NH:20][C:33]([NH:32][c:26]4[c:25]([F:24])[cH:30][c:29]([F:31])[cH:28][cH:27]4)=[O:34])[cH:21][cH:22]3)[n:7][cH:8][n:9][c:10]2[cH:11][c:12]1[O:13][CH3:14].